From a dataset of the Open Reaction Database (ORD), a public repository of structured organic reaction records. describe an organic reaction: reactants, conditions, products, and yield The reactants are ClC1=C(C=C(C2=C1CCO2)C2O[C@@H]([C@H]([C@@H]([C@H]2OCC2=CC=CC=C2)OCC2=CC=CC=C2)OCC2=CC=CC=C2)COCC2=CC=CC=C2)CC2=CC=C(C=C2)OC (4-Chloro-5-(4-methoxybenzyl)-7-((3S,4R,5R,6R)-3,4,5-tris(benzyloxy)-6-(benzyloxymethyl)tetrahydro-2H-pyran-2-yl)-2,3-dihydrobenzofuran). Reagents/catalysts: [Pd] (Pd/C). Run in C1CCOC1 (THF), CO (MeOH). Conditions: time 24 hour. Product: ClC1=C(C=C(C2=C1CCO2)[C@@H]2O[C@@H]([C@H]([C@@H]([C@H]2O)O)O)CO)CC2=CC=C(C=C2)OC ((2S,3R,4R,5S,6R)-2-(4-Chloro-5-(4-methoxybenzyl)-2,3-dihydrobenzofuran-7-yl)-6-(hydroxymethyl)tetrahydro-2H-pyran-3,4,5-triol). Reaction SMILES: [Cl:1][C:2]1[C:7]2[CH2:8][CH2:9][O:10][C:6]=2[C:5]([CH:11]2[C@H:16]([O:17]CC3C=CC=CC=3)[C@@H:15]([O:25]CC3C=CC=CC=3)[C@H:14]([O:33]CC3C=CC=CC=3)[C@@H:13]([CH2:41][O:42]CC3C=CC=CC=3)[O:12]2)=[CH:4][C:3]=1[CH2:50][C:51]1[CH:56]=[CH:55][C:54]([O:57][CH3:58])=[CH:53][CH:52]=1>C1COCC1.CO.[Pd]>[Cl:1][C:2]1[C:7]2[CH2:8][CH2:9][O:10][C:6]=2[C:5]([C@H:11]2[C@H:16]([OH:17])[C@@H:15]([OH:25])[C@H:14]([OH:33])[C@@H:13]([CH2:41][OH:42])[O:12]2)=[CH:4][C:3]=1[CH2:50][C:51]1[CH:52]=[CH:53][C:54]([O:57][CH3:58])=[CH:55][CH:56]=1. Procedure: A suspension of compound 50 (407 mg, 0.51 mmol) and Pd/C (10% wt., 50 mg) in THF (5.0 mL) and MeOH (2.5 mL) was stirred at room temperature under an atmosphere of H2 for 24 hours. The mixture was filtered through a Celite pad and concentrated in vacuo. The residue was purified by prep HPLC (C18) to afford the product E021 (65 mg, 27%) as a white solid. Reactants: [H-].[Na+] (Sodium hydride), COC1=C(C=CC(=C1)OC)C1=NNC2=C(C=CC=C12)C(F)(F)F (3-(2,4-dimethoxyphenyl)-7-(trifluoromethyl)-1H-indazole), C(C=C)Br (allyl bromide). The solvent is CN(C)C=O (DMF). Reaction conditions: time 8 hour. The product is C(C=C)N1N=C2C(=CC=CC2=C1C1=C(C=C(C=C1)OC)OC)C(F)(F)F (2-ALLYL-3-(2,4-DIMETHOXYPHENYL)-7-(TRIFLUOROMETHYL)-2H-INDAZOLE). The yield is 34.9%. RXN SMILES: [H-].[Na+].[CH3:3][O:4][C:5]1[CH:10]=[C:9]([O:11][CH3:12])[CH:8]=[CH:7][C:6]=1[C:13]1[C:21]2[C:16](=[C:17]([C:22]([F:25])([F:24])[F:23])[CH:18]=[CH:19][CH:20]=2)[NH:15][N:14]=1.[CH2:26](Br)[CH:27]=[CH2:28]>CN(C=O)C>[CH2:28]([N:14]1[C:13]([C:6]2[CH:7]=[CH:8][C:9]([O:11][CH3:12])=[CH:10][C:5]=2[O:4][CH3:3])=[C:21]2[C:16]([C:17]([C:22]([F:25])([F:24])[F:23])=[CH:18][CH:19]=[CH:20]2)=[N:15]1)[CH:27]=[CH2:26] |f:0.1|. Reported procedure: Sodium hydride (60% in oil, 0.025 g, 1.04 mmol) was added in one portion to a solution of 3-(2,4-dimethoxyphenyl)-7-(trifluoromethyl)-1H-indazole (0.150 g, 0.49 mmol) in DMF. After the gas evolution ceased, allyl bromide (0.07 mL, 0.7 mmol) was added and the reaction mixture was stirred at ambient temperature to 50° C. overnight. The cool reaction mixture was partitioned with EtOAc and 1 N HCl. The organic phase was washed with brine and dried (Na2SO4). The resulting residue was purified by flas... Reactants: N1(N=NN=C1)C=1C=C2C(=NC1)C(CC2)C(=O)OCC (ethyl 3-(1H-tetrazol-1-yl)-6,7-dihydro-5H-cyclopenta[b]pyridine-7-carboxylate), O[Li].O (LiOH.H2O). The solvent is C1CCOC1.CO.O (THF MeOH H2O), O (water). Run at time 30 minute. Product: N1(N=NN=C1)C=1C=C2C(=NC1)C(CC2)C(=O)[O-].[Li+] (lithium 3-(1H-tetrazol-1-yl)-6,7-dihydro-5H-cyclopenta[b]pyridine-7-carboxylate). Reaction SMILES: [N:1]1([C:6]2[CH:7]=[C:8]3[CH2:14][CH2:13][CH:12]([C:15]([O:17]CC)=[O:16])[C:9]3=[N:10][CH:11]=2)[CH:5]=[N:4][N:3]=[N:2]1.O[Li:21].O>C1COCC1.CO.O.O>[N:1]1([C:6]2[CH:7]=[C:8]3[CH2:14][CH2:13][CH:12]([C:15]([O-:17])=[O:16])[C:9]3=[N:10][CH:11]=2)[CH:5]=[N:4][N:3]=[N:2]1.[Li+:21] |f:1.2,3.4.5,7.8|. Procedure: To a mixture of ethyl 3-(1H-tetrazol-1-yl)-6,7-dihydro-5H-cyclopenta[b]pyridine-7-carboxylate (1.5 g, 5.8 mmol) in 50 mL of THF/MeOH/H2O (2:2:1) was added LiOH.H2O (242.8 mg, 5.8 mmol) portionwise. The resulting mixture was stirred for 30 minutes then diluted with 200 mL of water and washed with ether (3×30 mL). The water layer was freeze-dried to afford the title compound: 1H-NMR (400 MHz, D2O) δ ppm 8.68 (s, 1H), 8.07 (s, 1H), 3.97 (t, J=7.6 Hz, 1H), 3.00-3.14 (m, 2H), 2.53-2.59 (m, 1H), 2.17-...